Dataset: the Open Reaction Database (ORD), a public repository of structured organic reaction records. Task: describe an organic reaction: reactants, conditions, products, and yield The product is COC(=O)c1cc(OCC(C)C)ccc1NC(=O)COCC(=O)N1CCN(C(c2ccccc2)c2ccccc2)CC1. RXN SMILES: [CH2:1]([CH:2]([CH3:3])[CH3:4])[O:5][c:6]1[cH:7][c:8]([C:21](=[O:22])[O:23][CH3:24])[c:9]([NH:12][C:13]([CH2:14][O:15][CH2:16][C:17](=[O:18])[OH:19])=[O:20])[cH:10][cH:11]1.[CH:25]([c:26]1[cH:27][cH:28][cH:29][cH:30][cH:31]1)([c:32]1[cH:33][cH:34][cH:35][cH:36][cH:37]1)[N:38]1[CH2:39][CH2:40][NH:41][CH2:42][CH2:43]1>>[CH2:1]([CH:2]([CH3:3])[CH3:4])[O:5][c:6]1[cH:7][c:8]([C:21](=[O:22])[O:23][CH3:24])[c:9]([NH:12][C:13]([CH2:14][O:15][CH2:16][C:17](=[O:19])[N:41]2[CH2:40][CH2:39][N:38]([CH:25]([c:26]3[cH:27][cH:28][cH:29][cH:30][cH:31]3)[c:32]3[cH:33][cH:34][cH:35][cH:36][cH:37]3)[CH2:43][CH2:42]2)=[O:20])[cH:10][cH:11]1. The reactants are COC(=O)c1cc(OCC(C)C)ccc1NC(=O)COCC(=O)O, c1ccc(C(c2ccccc2)N2CCNCC2)cc1. Reactants: F\C(\C)=C\1/CC[C@H]2[C@@H]3CC=C4C[C@H](CC[C@]4(C)[C@H]3CC[C@]12C)O ((17E)- 20-fluoropregna-5,17(20)-dien-3β-ol), CC(C)(C)[Si](O[C@@H]1CC2=CC[C@H]3[C@@H]4CC\C(=C(\C)/F)\[C@]4(CC[C@@H]3[C@]2(CC1)C)C)(C)C ((17E)-3β-[[(1,1-Dimethylethyl)dimethylsilyl]oxy]-20-fluoropregna-5,17(20)-diene). Yields the product F\C(\C)=C/1\CC[C@H]2[C@@H]3CC=C4C[C@H](CC[C@]4(C)[C@H]3CC[C@]12C)O ((17Z)-20-Fluoropregna-5,17(20)-dien-3β-ol). As a reaction SMILES: [F:1]/[C:2](=[C:4]1\[CH2:5][CH2:6][C@@H:7]2[C@:21]\1([CH3:22])[CH2:20][CH2:19][C@H:18]1[C@H:8]2[CH2:9][CH:10]=[C:11]2[C@:16]1([CH3:17])[CH2:15][CH2:14][C@H:13]([OH:23])[CH2:12]2)/[CH3:3].CC([Si](C)(C)O[C@H]1CC[C@@]2(C)C(=CC[C@@H]3[C@@H]2CC[C@@]2(C)[C@H]3CC/C/2=C(\F)/C)C1)(C)C>>[F:1]/[C:2](=[C:4]1/[CH2:5][CH2:6][C@@H:7]2[C@:21]/1([CH3:22])[CH2:20][CH2:19][C@H:18]1[C@H:8]2[CH2:9][CH:10]=[C:11]2[C@:16]1([CH3:17])[CH2:15][CH2:14][C@H:13]([OH:23])[CH2:12]2)/[CH3:3]. Reported procedure: Prepare A11 from A10 in a manner analogous to the preparation of A8 from A7 to give A11 (204 mg, 64%) as a white crystalline solid, after crystallization from methanol: mp 153-155° C. TLC Rf 0.27, ethyl acetate/hexane (1:3); 1H NMR δ 5.37-5.33 (m, 1H), 3.59-3.46 (m, 1H), 3.49 (s, 0.6H, MeOH solvate), 179 (dt, 3H, J=17.2, 1.4 Hz, 21-Me), 1.02 (s, 3H, 19-Me), 0.89 (s, 3H,); 19F NMR δ −110.27 (q of q, J=17.2, 2.0 Hz); MS (CI, CH4) m/z (rel intensity) 319 (MH+, 7), 318 (15), 317 (28), 301 (100), 299...